This data is from the Open Reaction Database (ORD), a public repository of structured organic reaction records. The task is: describe an organic reaction: reactants, conditions, products, and yield The reactants are Cl.CC1(CC=C(CC1)C1=C(C=C(C=C1)OC)N1CCN(CC1)CCCCC)C (1-[2-(4,4-dimethylcyclohex-1-enyl)-5-methoxyphenyl]-4-pentylpiperazine hydrochloride). The reagents and catalysts are [Pd] (palladium on carbon). Solvent: CO (methanol). Run at time 17 hour. Yields the product Cl.CC1(CCC(CC1)C1=C(C=C(C=C1)OC)N1CCN(CC1)CCCCC)C (1-[2-(4,4-Dimethylcyclohexyl)-5-methoxyphenyl]-4-pentylpiperazine hydrochloride). Yield: 38.4%. As a reaction SMILES: [ClH:1].[CH3:2][C:3]1([CH3:28])[CH2:8][CH2:7][C:6]([C:9]2[CH:14]=[CH:13][C:12]([O:15][CH3:16])=[CH:11][C:10]=2[N:17]2[CH2:22][CH2:21][N:20]([CH2:23][CH2:24][CH2:25][CH2:26][CH3:27])[CH2:19][CH2:18]2)=[CH:5][CH2:4]1>CO.[Pd]>[ClH:1].[CH3:2][C:3]1([CH3:28])[CH2:8][CH2:7][CH:6]([C:9]2[CH:14]=[CH:13][C:12]([O:15][CH3:16])=[CH:11][C:10]=2[N:17]2[CH2:18][CH2:19][N:20]([CH2:23][CH2:24][CH2:25][CH2:26][CH3:27])[CH2:21][CH2:22]2)[CH2:5][CH2:4]1 |f:0.1,4.5|. Procedure details: To a solution of 1-[2-(4,4-dimethylcyclohex-1-enyl)-5-methoxyphenyl]-4-pentylpiperazine hydrochloride (44 mg) prepared in Example (1f) in methanol (5 mL) was added 10% palladium on carbon (100 mg, wet), and the mixture was stirred for 17 hours under a hydrogen atmosphere at atmospheric pressure and room temperature. The reaction mixture was passed through Celite, and the filtrate was concentrated under reduced pressure. Diethyl ether was added to the residue and the mixture was filtered to give ... Starting materials: Brc1nccs1, CCOC(=O)Cc1cccc(Oc2ccc(B3OC(C)(C)C(C)(C)O3)cc2CN2C(=O)OC(c3ccccc3)C2C)c1. Product: CCOC(=O)Cc1cccc(Oc2ccc(-c3nccs3)cc2CN2C(=O)OC(c3ccccc3)C2C)c1. RXN SMILES: [Br:43][c:44]1[s:45][cH:46][cH:47][n:48]1.[CH2:1]([CH3:2])[O:3][C:4]([CH2:5][c:6]1[cH:7][c:8]([O:12][c:13]2[c:14]([CH2:28][N:29]3[C:30](=[O:41])[O:31][CH:32]([c:35]4[cH:36][cH:37][cH:38][cH:39][cH:40]4)[CH:33]3[CH3:34])[cH:15][c:16]([B:19]3[O:20][C:21]([CH3:22])([CH3:23])[C:24]([CH3:25])([CH3:26])[O:27]3)[cH:17][cH:18]2)[cH:9][cH:10][cH:11]1)=[O:42]>>[CH2:1]([CH3:2])[O:3][C:4]([CH2:5][c:6]1[cH:7][c:8]([O:12][c:13]2[c:14]([CH2:28][N:29]3[C:30](=[O:41])[O:31][CH:32]([c:35]4[cH:36][cH:37][cH:38][cH:39][cH:40]4)[CH:33]3[CH3:34])[cH:15][c:16](-[c:44]3[s:45][cH:46][cH:47][n:48]3)[cH:17][cH:18]2)[cH:9][cH:10][cH:11]1)=[O:42]. The reactants are C(C)(C)(C)OC(=O)N1CC=C(CC1)C1=NC=CC=N1 (N-t-butoxycarbonyl-4-(2-pyrimidinyl)-1,2,5,6-tetrahydropyridine), resultant mixture. Reagents/catalysts: [C].[Pd] (palladium carbon). Solvent: C(C)O (ethanol). The product is C(C)(C)(C)OC(=O)N1CCC(CC1)C1=NC=CC=N1 (N-t-butoxycarbonyl-4-(2-pyrimidinyl)piperidine). Yield: 33.0%. RXN SMILES: [C:1]([O:5][C:6]([N:8]1[CH2:13][CH2:12][C:11]([C:14]2[N:19]=[CH:18][CH:17]=[CH:16][N:15]=2)=[CH:10][CH2:9]1)=[O:7])([CH3:4])([CH3:3])[CH3:2]>C(O)C.[C].[Pd]>[C:1]([O:5][C:6]([N:8]1[CH2:9][CH2:10][CH:11]([C:14]2[N:15]=[CH:16][CH:17]=[CH:18][N:19]=2)[CH2:12][CH2:13]1)=[O:7])([CH3:4])([CH3:2])[CH3:3] |f:2.3|. Procedure details: 490 mg of the compound of step 2 of Example 25 was dissolved in 10 ml of ethanol, 100 mg of 10% palladium carbon was added, then the resultant mixture was agitated under hydrogen gas for 2 days. The catalyst was filtered out, the ethanol was distilled off, and the residue was refined with silica gel column chromatography (hexane:ethyl acetate=1:1) to obtain the above-referenced compound in an amount of 160 mg (yield of 33%). Starting materials: N1(C=NC=C1)CC(OCCCCCC(=O)OCC)COCC1=CC=C(C=C1)OC (ethyl 6-[2-(1H-imidazol-1-yl)-1-[[(4-methoxyphenyl)methoxy]methyl]ethoxy]hexanoate), [H][H] (hydrogen). The reagents and catalysts are [Pd] (palladium on carbon). Solvent: C(C)O (ethanol), FC(C(=O)O)(F)F (trifluoroacetic acid). Product: OCC(OCCCCCC(=O)OCC)CN1C=NC=C1 (Ethyl 6-[2-hydroxy-1-(1H-imidazol-1-yl methyl)ethoxy]hexanoate). As a reaction SMILES: [N:1]1([CH2:6][CH:7]([CH2:19][O:20]CC2C=CC(OC)=CC=2)[O:8][CH2:9][CH2:10][CH2:11][CH2:12][CH2:13][C:14]([O:16][CH2:17][CH3:18])=[O:15])[CH:5]=[CH:4][N:3]=[CH:2]1.[H][H]>C(O)C.FC(F)(F)C(O)=O.[Pd]>[OH:20][CH2:19][CH:7]([CH2:6][N:1]1[CH:5]=[CH:4][N:3]=[CH:2]1)[O:8][CH2:9][CH2:10][CH2:11][CH2:12][CH2:13][C:14]([O:16][CH2:17][CH3:18])=[O:15]. Procedure: A solution of ethyl 6-[2-(1H-imidazol-1-yl)-1-[[(4-methoxyphenyl)methoxy]methyl]ethoxy]hexanoate (Example 4; 5.8 g 0.014 mol) in ethanol (20 ml) and trifluoroacetic acid (1 ml) containing a catalytic amount of 10% palladium on carbon (0.5 g) was stirred at room temperature under a hydrogen atmosphere. When hydrogen uptake had ceased the solution was filtered and the solvent was evaporated off under reduced pressure. The residue was treated with a saturated aqueous solution of sodium hydrogen car... The reactants are ClC=1C(=NC=NC1Cl)N (5,6-dichloropyrimidin-4-amine), NC=1C=C(C=CC1)O (3-aminophenol), FC1=C(OC2=NC=C(C=C2)B2OC(C(O2)(C)C)(C)C)C=CC=C1 (2-(2-fluorophenoxy)-5-(4,4,5,5-tetramethyl-1,3,2-dioxaborolan-2-yl)pyridine), C(C=C)(=O)Cl (acryloyl chloride). Yields the product NC1=C(C(=NC=N1)OC=1C=C(C=CC1)NC(C=C)=O)C=1C=NC(=CC1)OC1=C(C=CC=C1)F (N-(3-((6-amino-5-(6-(2-fluorophenoxy)pyridin-3-yl)pyrimidin-4-yl)oxy)phenyl)acrylamide). As a reaction SMILES: Cl[C:2]1[C:3]([NH2:9])=[N:4][CH:5]=[N:6][C:7]=1Cl.[NH2:10][C:11]1[CH:12]=[C:13]([OH:17])[CH:14]=[CH:15][CH:16]=1.[F:18][C:19]1[CH:40]=[CH:39][CH:38]=[CH:37][C:20]=1[O:21][C:22]1[CH:27]=[CH:26][C:25](B2OC(C)(C)C(C)(C)O2)=[CH:24][N:23]=1.[C:41](Cl)(=[O:44])[CH:42]=[CH2:43]>>[NH2:9][C:3]1[N:4]=[CH:5][N:6]=[C:7]([O:17][C:13]2[CH:12]=[C:11]([NH:10][C:41](=[O:44])[CH:42]=[CH2:43])[CH:16]=[CH:15][CH:14]=2)[C:2]=1[C:25]1[CH:24]=[N:23][C:22]([O:21][C:20]2[CH:37]=[CH:38][CH:39]=[CH:40][C:19]=2[F:18])=[CH:27][CH:26]=1. Reported procedure: N-(3-((6-amino-5-(6-(2-fluorophenoxy)pyridin-3-yl)pyrimidin-4-yl)oxy)phenyl)acrylamide was prepared from 5,6-dichloropyrimidin-4-amine, 3-aminophenol, 2-(2-fluorophenoxy)-5-(4,4,5,5-tetramethyl-1,3,2-dioxaborolan-2-yl)pyridine, and acryloyl chloride using methods A, C, and F. HPLC: 99%. MS: m/z=444 [M+H]+. 1H-NMR (DMSO-D6) δ 10.16 (s, 1H), 8.07 (s, 1H), 8.02 (s, 1H), 7.84 (d, 1H), 7.42 (s, 1H), 7.32-7.15 (m, 7H), 6.86-6.60 (m, 3H), 6.34 (dd, 1H), 6.18 (d, 1H), 5.69 (d, 1H). Starting materials: COC(C(CC1CCOCC1)C1=CC(=C(C=C1)S(=O)(=O)C)C)=O (2-(4-Methanesulfonyl-3-methyl-phenyl)-3-(tetrahydro-pyran-4-yl)-propionic acid methyl ester), O.[OH-].[Li+] (lithium hydroxide monohydrate). Solvent: O1CCCC1.C(C)O.O (tetrahydrofuran ethanol water), aqueous solution, S(=O)(=O)(O)[O-].[K+] (potassium hydrogen sulfate). Reaction conditions: temperature 25 celsius, time 2 hour. Product: CS(=O)(=O)C1=C(C=C(C=C1)C(C(=O)O)CC1CCOCC1)C (2-(4-methanesulfonyl-3-methyl-phenyl)-3-(tetrahydro-pyran-4-yl)-propionic acid). Yield: 92.2%. Reaction SMILES: C[O:2][C:3](=[O:23])[CH:4]([C:12]1[CH:17]=[CH:16][C:15]([S:18]([CH3:21])(=[O:20])=[O:19])=[C:14]([CH3:22])[CH:13]=1)[CH2:5][CH:6]1[CH2:11][CH2:10][O:9][CH2:8][CH2:7]1.O.[OH-].[Li+]>O1CCCC1.C(O)C.O.S([O-])(O)(=O)=O.[K+]>[CH3:21][S:18]([C:15]1[CH:16]=[CH:17][C:12]([CH:4]([CH2:5][CH:6]2[CH2:11][CH2:10][O:9][CH2:8][CH2:7]2)[C:3]([OH:23])=[O:2])=[CH:13][C:14]=1[CH3:22])(=[O:20])=[O:19] |f:1.2.3,4.5.6,7.8|. Procedure: 2-(4-Methanesulfonyl-3-methyl-phenyl)-3-(tetrahydro-pyran-4-yl)-propionic acid methyl ester (1.30 g, 3.82 mmol) was dissolved in tetrahydrofuran:ethanol:water (6:3:2) reaction (50 mL) and treated with lithium hydroxide monohydrate (800 mg, 19.1 mmol) at 25° C. It was stirred at 25° C. for 2 h. The reaction was then diluted with a 1 M aqueous solution of potassium hydrogen sulfate (100 mL) and then extracted with ethyl acetate (1×200 mL), the organic layer was then dried over sodium sulfate, filt... Reactants: Cc1cc([N+](=O)[O-])cnc1Cl, CN(C(=O)CN)C1CCN(Cc2ccccc2)CC1. The product is Cc1cc([N+](=O)[O-])cnc1NCC(=O)N(C)C1CCN(Cc2ccccc2)CC1. RXN SMILES: [Cl:1][c:2]1[n:3][cH:4][c:5]([N+:9](=[O:10])[O-:11])[cH:6][c:7]1[CH3:8].[NH2:12][CH2:13][C:14](=[O:15])[N:16]([CH3:17])[CH:18]1[CH2:19][CH2:20][N:21]([CH2:24][c:25]2[cH:26][cH:27][cH:28][cH:29][cH:30]2)[CH2:22][CH2:23]1>>[c:2]1([NH:12][CH2:13][C:14](=[O:15])[N:16]([CH3:17])[CH:18]2[CH2:19][CH2:20][N:21]([CH2:24][c:25]3[cH:26][cH:27][cH:28][cH:29][cH:30]3)[CH2:22][CH2:23]2)[n:3][cH:4][c:5]([N+:9](=[O:10])[O-:11])[cH:6][c:7]1[CH3:8]. The reactants are product, ClCI (chloroiodomethane), COC=1C=C2C(=CN=CC2=CC1OC)CC1=NC=2N(C(N(C(C2N1)=O)C)=O)CC(=C)C (8-(6,7-dimethoxy-isoquinolin-4-ylmethyl)-1-methyl-3-(2-methyl-allyl)-3,7-dihydro-purine-2,6-dione), C(C)[Zn]CC (Diethyl zinc). Solvent: ClCCCl (1,2-dichloroethane). Run at time 1 hour. Product: COC=1C=C2C(=CN=CC2=CC1OC)CC=1NC=2N(C(N(C(C2N1)=O)C)=O)CC1(CC1)C (8-(6,7-dimethoxyisoquinolin-4-ylmethyl)-1-methyl-3-(l -methyl-cyclopropylmethyl)-3,9-dihydro-purine-2,6-dione). RXN SMILES: [CH3:1][O:2][C:3]1[CH:4]=[C:5]2[C:10](=[CH:11][C:12]=1[O:13][CH3:14])[CH:9]=[N:8][CH:7]=[C:6]2[CH2:15][C:16]1[NH:24][C:23]2[C:22](=[O:25])[N:21]([CH3:26])[C:20](=[O:27])[N:19]([CH2:28][C:29]([CH3:31])=[CH2:30])[C:18]=2[N:17]=1.[CH2:32]([Zn]CC)C.ClCI>ClCCCl>[CH3:1][O:2][C:3]1[CH:4]=[C:5]2[C:10](=[CH:11][C:12]=1[O:13][CH3:14])[CH:9]=[N:8][CH:7]=[C:6]2[CH2:15][C:16]1[NH:17][C:18]2[N:19]([CH2:28][C:29]3([CH3:32])[CH2:31][CH2:30]3)[C:20](=[O:27])[N:21]([CH3:26])[C:22](=[O:25])[C:23]=2[N:24]=1. Reported procedure: The product of Example 18, 8-(6,7-dimethoxy-isoquinolin-4-ylmethyl)-1-methyl-3-(2-methyl-allyl)-3,7-dihydro-purine-2,6-dione (100 mg, 0.24 mmol) is suspended in 1,2-dichloroethane (30 ml). Diethyl zinc (1M hexane solution, 1.2 ml, 1.20 mmol) is added, followed by chloroiodomethane (0.174 ml, 0.24 mmol) and the reaction is stirred at ambient temperature for 1 hour, prior to quenching with saturated aqueous NH4Cl. After extraction with chloroform, the organic phase is washed with water, dried over... The reactants are O=C(CBr)OCc1ccccc1, CC(=O)[O-], CN(C)C=O, Nc1ccccc1, [Na+]. Yields the product O=C(CNc1ccccc1)OCc1ccccc1. Reaction SMILES: [Br:1][CH2:2][C:3](=[O:4])[O:5][CH2:6][c:7]1[cH:8][cH:9][cH:10][cH:11][cH:12]1.[CH3:21][C:22](=[O:23])[O-:24].[CH3:25][N:26]([CH3:27])[CH:28]=[O:29].[NH2:13][c:14]1[cH:15][cH:16][cH:17][cH:18][cH:19]1.[Na+:20]>>[CH2:2]([C:3](=[O:4])[O:5][CH2:6][c:7]1[cH:8][cH:9][cH:10][cH:11][cH:12]1)[NH:13][c:14]1[cH:15][cH:16][cH:17][cH:18][cH:19]1.